Dataset: the Open Reaction Database (ORD), a public repository of structured organic reaction records. Task: describe an organic reaction: reactants, conditions, products, and yield Starting materials: CCOC(=O)CBr, Cl, C1CCOC1, [Zn]. Yields the product CCOC(=O)CC(=O)C1CC1. As a reaction SMILES: [Br:1][CH2:2][C:3](=[O:4])[O:5][CH2:6][CH3:7].[ClH:8].[O:9]1[CH2:10][CH2:11][CH2:12][CH2:13]1.[Zn:14]>>[CH2:2]([C:3](=[O:4])[O:5][CH2:6][CH3:7])[C:13](=[O:9])[CH:12]1[CH2:10][CH2:11]1. Starting materials: C(C)(=O)NC1=C(C=C(C=O)C=C1)C (4-acetamido-3-methylbenzaldehyde), C(CC(=O)O)(=O)O (malonic acid), N1=CC=CC=C1 (pyridine). Run in C(C)O (ethanol), C(C)O (ethanol). Conditions: time 30 minute. Yields the product C(C)(=O)NC1=C(C=C(C=CC(=O)O)C=C1)C (4-acetamido-3-methylcinnamic acid). Yield: 71.0%. Reaction SMILES: [C:1]([NH:4][C:5]1[CH:12]=[CH:11][C:8]([CH:9]=O)=[CH:7][C:6]=1[CH3:13])(=[O:3])[CH3:2].C(O)(=O)[CH2:15][C:16]([OH:18])=[O:17].N1C=CC=CC=1>C(O)C>[C:1]([NH:4][C:5]1[CH:12]=[CH:11][C:8]([CH:9]=[CH:15][C:16]([OH:18])=[O:17])=[CH:7][C:6]=1[CH3:13])(=[O:3])[CH3:2]. Procedure: A mixture of 4-acetamido-3-methylbenzaldehyde (1.23 g), malonic acid (795 mg), pyridine (549 mg) and ethanol (1.7 ml) was refluxed for 3 hours under nitrogen atmosphere. To the mixture was added ethanol (1.7 ml), and the mixture was stirred for 30 minutes under ice-bath cooling. The resulting precipitate was collected by filtration and washed with ethanol to give 4-acetamido-3-methylcinnamic acid (1.08 g).